Task: describe an organic reaction: reactants, conditions, products, and yield. Dataset: the Open Reaction Database (ORD), a public repository of structured organic reaction records The reactants are CC(=O)CCCCBr, Cc1ccc(S(=O)(=O)O)cc1, Cc1ccccc1, N#N, [Na+], O=C([O-])O, OCCO. The product is CC1(CCCCBr)OCCO1. As a reaction SMILES: [Br:3][CH2:4][CH2:5][CH2:6][CH2:7][C:8]([CH3:9])=[O:10].[CH3:15][c:16]1[cH:17][cH:18][c:19]([S:20]([OH:21])(=[O:22])=[O:23])[cH:24][cH:25]1.[CH3:31][c:32]1[cH:33][cH:34][cH:35][cH:36][cH:37]1.[N:1]#[N:2].[Na+:30].[O-:26][C:27]([OH:28])=[O:29].[OH:11][CH2:12][CH2:13][OH:14]>>[Br:3][CH2:4][CH2:5][CH2:6][CH2:7][C:8]1([CH3:9])[O:10][CH2:13][CH2:12][O:11]1. Reactants: COC=1C=C(C=CC1OCC=1N=C(OC1C)C1=CC=CC=C1)CCCCCC1OCCO1 (2-[5-[3-methoxy-4-(5-methyl-2-phenyl-4-oxazolylmethoxy)phenyl]pentyl]-1,3-dioxolan), O1C(NC(C1)=O)=O (2,4-oxazolidinedione), N1CCCCC1 (piperidine). Run in C(C)(=O)O (acetic acid). Conditions: time 16 hour. Yields the product COC=1C=C(C=CC1OCC=1N=C(OC1C)C1=CC=CC=C1)CCCCCC=C1C(NC(O1)=O)=O (5-[6-[3-methoxy-4-(5-methyl-2-phenyl-4-oxazolylmethoxy)phenyl]hexylidene]-2,4-oxazolidinedione). RXN SMILES: [CH3:1][O:2][C:3]1[CH:4]=[C:5]([CH2:23][CH2:24][CH2:25][CH2:26][CH2:27][CH:28]2OCCO2)[CH:6]=[CH:7][C:8]=1[O:9][CH2:10][C:11]1[N:12]=[C:13]([C:17]2[CH:22]=[CH:21][CH:20]=[CH:19][CH:18]=2)[O:14][C:15]=1[CH3:16].[O:33]1[CH2:37][C:36](=[O:38])[NH:35][C:34]1=[O:39].N1CCCCC1>C(O)(=O)C>[CH3:1][O:2][C:3]1[CH:4]=[C:5]([CH2:23][CH2:24][CH2:25][CH2:26][CH2:27][CH:28]=[C:37]2[O:33][C:34](=[O:39])[NH:35][C:36]2=[O:38])[CH:6]=[CH:7][C:8]=1[O:9][CH2:10][C:11]1[N:12]=[C:13]([C:17]2[CH:22]=[CH:21][CH:20]=[CH:19][CH:18]=2)[O:14][C:15]=1[CH3:16]. Procedure: A mixture of 2-[5-[3-methoxy-4-(5-methyl-2-phenyl-4-oxazolylmethoxy)phenyl]pentyl]-1,3-dioxolan (3.6 g), 2,4-oxazolidinedione (1.7 g), piperidine (0.72 g) and acetic acid (50 ml) was stirred for 16 hours under reflux. The reaction mixture was concentrated under reduced pressure, which was dissolved in ethyl acetate. The solution was successively washed with a saturated aqueous solution of sodium hydrogencarbonate, water, 1N HCl and water, followed by drying (MgSO4). The ethyl acetate layer was c... Reactants: C(C)OCC (diethyl ether), NC1=C(C(=O)OC)C=C(N=C1C1=CC=C(C=C1)C(=O)OC)C1=CC(=C(C=C1)OC)F (Methyl 3-amino-6-(3-fluoro-4-methoxyphenyl)-2-(4-(methoxycarbonyl)phenyl)-isonicotinate), N(=O)[O-].[Na+] (sodium nitrite), [N-]=[N+]=[N-].[Na+] (sodium azide), ice. The solvent is FC(C(=O)O)(F)F (trifluoroacetic acid). Conditions: time 30 minute. The product is N(=[N+]=[N-])C1=C(C(=O)OC)C=C(N=C1C1=CC=C(C=C1)C(=O)OC)C1=CC(=C(C=C1)OC)F (methyl 3-azido-6-(3-fluoro-4-methoxyphenyl)-2-(4-(methoxycarbonyl)phenyl)isonicotinate). Yield: 99.5%. As a reaction SMILES: [NH2:1][C:2]1[C:11]([C:12]2[CH:17]=[CH:16][C:15]([C:18]([O:20][CH3:21])=[O:19])=[CH:14][CH:13]=2)=[N:10][C:9]([C:22]2[CH:27]=[CH:26][C:25]([O:28][CH3:29])=[C:24]([F:30])[CH:23]=2)=[CH:8][C:3]=1[C:4]([O:6][CH3:7])=[O:5].N([O-])=O.[Na+].[N-:35]=[N+:36]=[N-].[Na+].C(OCC)C>FC(F)(F)C(O)=O>[N:1]([C:2]1[C:11]([C:12]2[CH:13]=[CH:14][C:15]([C:18]([O:20][CH3:21])=[O:19])=[CH:16][CH:17]=2)=[N:10][C:9]([C:22]2[CH:27]=[CH:26][C:25]([O:28][CH3:29])=[C:24]([F:30])[CH:23]=2)=[CH:8][C:3]=1[C:4]([O:6][CH3:7])=[O:5])=[N+:35]=[N-:36] |f:1.2,3.4|. Reported procedure: Methyl 3-amino-6-(3-fluoro-4-methoxyphenyl)-2-(4-(methoxycarbonyl)phenyl)-isonicotinate (1.00 g, 2.44 mmol) was dissolved in trifluoroacetic acid (12 mL) and the yellow solution was cooled in an ice bath. Powdered sodium nitrite (0.336 gm, 4.87 mmol) was added with stirring to give a dark red mixture. After 30 min, powdered sodium azide (1.59 g, 24.4 mmol) was added followed by diethyl ether (12 mL). The light red mixture was stirred in the ice bath for 30 min. The reaction was partitioned betwe... Starting materials: CCOc1ccccc1C(=O)N1CC1, CO, OC1(c2ccc(Cl)cc2)CCNCC1, CCOCC, c1ccccc1. Yields the product CCOc1ccccc1C(=O)NCCN1CCC(O)(c2ccc(Cl)cc2)CC1. Reaction SMILES: [CH2:1]([CH3:2])[O:3][c:4]1[c:5]([C:6](=[O:7])[N:8]2[CH2:9][CH2:10]2)[cH:11][cH:12][cH:13][cH:14]1.[CH3:35][OH:36].[Cl:15][c:16]1[cH:17][cH:18][c:19]([C:22]2([OH:28])[CH2:23][CH2:24][NH:25][CH2:26][CH2:27]2)[cH:20][cH:21]1.[O:37]([CH2:38][CH3:39])[CH2:40][CH3:41].[cH:29]1[cH:30][cH:31][cH:32][cH:33][cH:34]1>>[CH2:1]([CH3:2])[O:3][c:4]1[c:5]([C:6](=[O:7])[NH:8][CH2:10][CH2:9][N:25]2[CH2:24][CH2:23][C:22]([c:19]3[cH:18][cH:17][c:16]([Cl:15])[cH:21][cH:20]3)([OH:28])[CH2:27][CH2:26]2)[cH:11][cH:12][cH:13][cH:14]1. The reactants are O (water), BrC1=NN(C2=NC(=NC(=C21)N2CC1CCC(C2)O1)C1=CC=C(C=C1)[N+](=O)[O-])CC (3-bromo-1-ethyl-6-(4-nitrophenyl)-4-(8-oxa-3-azabicyclo[3.2.1]oct-3-yl)-1H-pyrazolo[3,4-d]pyrimidine), C([O-])(O)=O.[Na+] (sodium bicarbonate), N1=CC(=CC=C1)B(O)O (3-pyridine boronic acid). Reagents/catalysts: C=1C=CC(=CC1)[P](C=2C=CC=CC2)(C=3C=CC=CC3)[Pd]([P](C=4C=CC=CC4)(C=5C=CC=CC5)C=6C=CC=CC6)([P](C=7C=CC=CC7)(C=8C=CC=CC8)C=9C=CC=CC9)[P](C=1C=CC=CC1)(C=1C=CC=CC1)C=1C=CC=CC1 (Pd(PPh3)4). The solvent is C1(=CC=CC=C1)C.CCO (toluene EtOH). The product is C(C)N1N=C(C=2C1=NC(=NC2N2CC1CCC(C2)O1)C1=CC=C(C=C1)[N+](=O)[O-])C=1C=NC=CC1 (1-ethyl-6-(4-nitrophenyl)-4-(8-oxa-3-azabicyclo[3.2.1]oct-3-yl)-3-pyridin-3-yl-1H-pyrazolo[3,4-d]pyrimidine). Yield: 104.1%. As a reaction SMILES: Br[C:2]1[C:10]2[C:5](=[N:6][C:7]([C:19]3[CH:24]=[CH:23][C:22]([N+:25]([O-:27])=[O:26])=[CH:21][CH:20]=3)=[N:8][C:9]=2[N:11]2[CH2:17][CH:16]3[O:18][CH:13]([CH2:14][CH2:15]3)[CH2:12]2)[N:4]([CH2:28][CH3:29])[N:3]=1.C(=O)(O)[O-].[Na+].[N:35]1[CH:40]=[CH:39][CH:38]=[C:37](B(O)O)[CH:36]=1.O>C1(C)C=CC=CC=1.CCO.C1C=CC([P]([Pd]([P](C2C=CC=CC=2)(C2C=CC=CC=2)C2C=CC=CC=2)([P](C2C=CC=CC=2)(C2C=CC=CC=2)C2C=CC=CC=2)[P](C2C=CC=CC=2)(C2C=CC=CC=2)C2C=CC=CC=2)(C2C=CC=CC=2)C2C=CC=CC=2)=CC=1>[CH2:28]([N:4]1[C:5]2=[N:6][C:7]([C:19]3[CH:20]=[CH:21][C:22]([N+:25]([O-:27])=[O:26])=[CH:23][CH:24]=3)=[N:8][C:9]([N:11]3[CH2:12][CH:13]4[O:18][CH:16]([CH2:15][CH2:14]4)[CH2:17]3)=[C:10]2[C:2]([C:37]2[CH:36]=[N:35][CH:40]=[CH:39][CH:38]=2)=[N:3]1)[CH3:29] |f:1.2,5.6,^1:58,60,79,98|. Procedure: To a solution of 3-bromo-1-ethyl-6-(4-nitrophenyl)-4-(8-oxa-3-azabicyclo[3.2.1]oct-3-yl)-1H-pyrazolo[3,4-d]pyrimidine (100 mg)(0.21 mmol) in toluene/EtOH (1:1) (2.0 mL) was added Pd(PPh3)4 (12 mg) (10 mol %), aqueous sodium bicarbonate solution (2.0 M) (0.135 mL) and 3-pyridine boronic acid (32 mg) (0.26 mmol). The reaction was heated in the microwave for 20 minutes at 140 C. The reaction was cooled and added water and then extracted three times with EtOAc. Organics were dried (MgSO4) and filter...